From a dataset of the Open Reaction Database (ORD), a public repository of structured organic reaction records. describe an organic reaction: reactants, conditions, products, and yield Starting materials: C(CO)(=O)OCC (ethyl glycolate), [H-].[Na+] (NaH), C(C)OC(=O)C1=C(N=NC=C1)Cl (3-chloropyridazine-4-carboxylic acid ethyl ester). Run in COCCOC (1,2-dimethoxyethane), COCCOC (1,2-dimethoxyethane). Reaction conditions: temperature 75 celsius, time 30 minute. Product: C(C)OC(=O)C1=C(C2=C(N=NC=C2)O1)O (5-hydroxyfuro[2,3-c]pyridazine-6-carboxylic acid ethyl ester). Reaction SMILES: [H-].[Na+].[C:3]([O:7][CH2:8][CH3:9])(=[O:6])[CH2:4][OH:5].C([O:12][C:13]([C:15]1[CH:20]=[CH:19][N:18]=[N:17][C:16]=1Cl)=O)C>COCCOC>[CH2:8]([O:7][C:3]([C:4]1[O:5][C:16]2[N:17]=[N:18][CH:19]=[CH:20][C:15]=2[C:13]=1[OH:12])=[O:6])[CH3:9] |f:0.1|. Reported procedure: To a suspension of NaH (44.7 mmol) in 100 mL 1,2-dimethoxyethane was added ethyl glycolate (43 mmol) under ice cooling and stirring. The ice bath was removed and stirring was continued at RT. After 30 min, a solution of 3-chloropyridazine-4-carboxylic acid ethyl ester (17.2 mmol) in 40 mL 1,2-dimethoxyethane was slowly added and the mixture was heated to 75° C. for 2 h. The solvent was then evaporated off and the residual solid was redissolved in aq. NaHCO3 solution and EtOAc. The aqueous layer ... The reactants are C(O)([O-])=O.[Na+] (sodium hydrogencarbonate), OO (hydrogen peroxide), ClC=1C=CC2=C(N=C(S2)SCCN2CCOCC2)C1 (5-chloro-2-[(2-morpholinoethyl)thio]benzothiazole), aqueous solution. The reagents and catalysts are [O-][W](=O)(=O)[O-].[Na+].[Na+] (sodium tungstate). Solvent: O (water), C(C)(=O)O (acetic acid). Reaction conditions: time 1 hour. Product: ClC=1C=CC2=C(N=C(S2)S(=O)CCN2CCOCC2)C1 (5-chloro-2-[(2-morpholinoethyl)sulfinyl]benzothiazole), powders. The yield is 62.0%. Reaction SMILES: [Cl:1][C:2]1[CH:3]=[CH:4][C:5]2[S:9][C:8]([S:10][CH2:11][CH2:12][N:13]3[CH2:18][CH2:17][O:16][CH2:15][CH2:14]3)=[N:7][C:6]=2[CH:19]=1.OO.C(=O)([O-])[OH:23].[Na+]>C(O)(=O)C.O.[O-][W]([O-])(=O)=O.[Na+].[Na+]>[Cl:1][C:2]1[CH:3]=[CH:4][C:5]2[S:9][C:8]([S:10]([CH2:11][CH2:12][N:13]3[CH2:14][CH2:15][O:16][CH2:17][CH2:18]3)=[O:23])=[N:7][C:6]=2[CH:19]=1 |f:2.3,6.7.8|. Procedure details: Dissolved in 4 ml of acetic acid were 0.80 g (2.5 mmol) of the compound obtained in Example 31, and 0.37 ml (3.3 mmol) of a 30% aqueous solution of hydrogen peroxide and a catalytic quantity of sodium tungstate were successively added to the solution, which was stirred at room temperature for 1 hour. The solution was poured in 80 ml of water, neutralized with sodium hydrogencarbonate and extracted with 80 ml of chloroform. After separation of the chloroform layer, the organic layer was dried ove... Starting materials: C(C)N1C(=O)N(C=2N=C(N(C2C1=O)C)\C=C\C1=CC(=C(C=C1)OCOC)OC)CC ((E)-1,3-Diethyl-8-(3-methoxy-4-methoxymethoxystyryl)-7-methylxanthine), [OH-].[Na+] (sodium hydroxide), O (water), Cl (HCl), aqueous solution. The solvent is O1CCCC1 (tetrahydrofuran). Yields the product C(C)N1C(=O)N(C=2N=C(N(C2C1=O)C)\C=C\C1=CC(=C(C=C1)O)OC)CC ((E)-1,3-Diethyl-8-(4-hydroxy-3-methoxystyryl)-7-methylxanthine). Isolated yield 80.5%. As a reaction SMILES: [CH2:1]([N:3]1[C:12](=[O:13])[C:11]2[N:10]([CH3:14])[C:9](/[CH:15]=[CH:16]/[C:17]3[CH:22]=[CH:21][C:20]([O:23]COC)=[C:19]([O:27][CH3:28])[CH:18]=3)=[N:8][C:7]=2[N:6]([CH2:29][CH3:30])[C:4]1=[O:5])[CH3:2].Cl.[OH-].[Na+].O>O1CCCC1>[CH2:1]([N:3]1[C:12](=[O:13])[C:11]2[N:10]([CH3:14])[C:9](/[CH:15]=[CH:16]/[C:17]3[CH:22]=[CH:21][C:20]([OH:23])=[C:19]([O:27][CH3:28])[CH:18]=3)=[N:8][C:7]=2[N:6]([CH2:29][CH3:30])[C:4]1=[O:5])[CH3:2] |f:2.3|. Procedure: Compound o (1.50 g, 3.62 mmol) obtained in Reference Example 14 was suspended in tetrahydrofuran (30 ml), and 2N HCl (9 ml) was added thereto, followed by heating under reflux for one hour. The reaction mixture was neutralized with a 2N aqueous solution of sodium hydroxide under ice-cooling, and water was added thereto. The precipitated crystals were collected by filtration and recrystallized from ethyl acetate to give 1.08 g (yield 81%) of Compound p as yellow plates. The solvent is CC#N (MeCN). Reported procedure: Dissolve 2′,3′,4′-Trimethoxy-biphenyl-3-carboxylic acid methyl ester (43) (566 mg, 1.87 mmol) in MeCN (19.0 mL) at rt and add 1M aqu LiOH (9.36 mL, 9.36 mmol). Stir reaction mixture overnight at rt. Quench reaction mixture (cooling bath) with 1M aqu. HCl (to get pH ca. 3). Extract the mixture with EtOAc (3×), wash the combined organic layer with brine and dry with Na2SO4. Recrystallize crude product from EtOAc/CyH 1+3 to obtain 2′,3′,4′-Trimethoxy-biphenyl-3-carboxylic acid (44) as a white solid... The reactants are [Li+].[OH-] (LiOH), COC(=O)C=1C=C(C=CC1)C1=C(C(=C(C=C1)OC)OC)OC (2′,3′,4′-Trimethoxy-biphenyl-3-carboxylic acid methyl ester), Cl (HCl). Reaction SMILES: C[O:2][C:3]([C:5]1[CH:6]=[C:7]([C:11]2[CH:16]=[CH:15][C:14]([O:17][CH3:18])=[C:13]([O:19][CH3:20])[C:12]=2[O:21][CH3:22])[CH:8]=[CH:9][CH:10]=1)=[O:4].[Li+].[OH-].Cl>CC#N>[CH3:22][O:21][C:12]1[C:13]([O:19][CH3:20])=[C:14]([O:17][CH3:18])[CH:15]=[CH:16][C:11]=1[C:7]1[CH:8]=[CH:9][CH:10]=[C:5]([C:3]([OH:4])=[O:2])[CH:6]=1 |f:1.2|. Yields the product COC1=C(C=CC(=C1OC)OC)C1=CC(=CC=C1)C(=O)O (2′,3′,4′-Trimethoxy-biphenyl-3-carboxylic acid). The reactants are ClC1=C(C2=C(CCN(CC2)C(C(F)(F)F)=O)C=C1)OS(=O)(=O)C(F)(F)F (7-chloro-3-(2,2,2-trifluoroacetyl)-6-trifluoromethanesulfonyloxy-2,3,4,5-tetrahydro-1H-benzo[d]azepine), N1=CC=C(C=C1)C(C)N ((±)-1-pyridin-4-yl-ethylamine). Yields the product ClC1=C(C2=C(CCN(CC2)C(C(F)(F)F)=O)C=C1)NC(C)C1=CC=NC=C1 ((±)-7-chloro-6-[(1-pyridin-4-yl-ethyl)-amino]-3-(2,2,2-trifluoroacetyl)-2,3,4,5-tetrahydro-1H-benzo[d]azepine). As a reaction SMILES: [Cl:1][C:2]1[CH:18]=[CH:17][C:5]2[CH2:6][CH2:7][N:8]([C:11](=[O:16])[C:12]([F:15])([F:14])[F:13])[CH2:9][CH2:10][C:4]=2[C:3]=1OS(C(F)(F)F)(=O)=O.[N:27]1[CH:32]=[CH:31][C:30]([CH:33]([NH2:35])[CH3:34])=[CH:29][CH:28]=1>>[Cl:1][C:2]1[CH:18]=[CH:17][C:5]2[CH2:6][CH2:7][N:8]([C:11](=[O:16])[C:12]([F:15])([F:14])[F:13])[CH2:9][CH2:10][C:4]=2[C:3]=1[NH:35][CH:33]([C:30]1[CH:31]=[CH:32][N:27]=[CH:28][CH:29]=1)[CH3:34]. Procedure details: Use a method similar to the General Procedure 5-3 to couple 7-chloro-3-(2,2,2-trifluoroacetyl)-6-trifluoromethanesulfonyloxy-2,3,4,5-tetrahydro-1H-benzo[d]azepine (400 mg, 0.94 mmol) and (±)-1-pyridin-4-yl-ethylamine (prepared as described in Bull. Kor. Chem. Soc. 1998, 19 (8), 891-893) (172 mg, 1.41 mmol). Purify by chromatography on silica gel eluting with hexane/EtOAc (1:0, 4:1 and 1:1) to give (±)-7-chloro-6-[(1-pyridin-4-yl-ethyl)-amino]-3-(2,2,2-trifluoroacetyl)-2,3,4,5-tetrahydro-1H-benzo... Starting materials: C(C)(C)C (H-tBu), C1(CCCCC1)[NH2+]C1CCCCC1.C(C)(C)(C)OC(=O)N[C@H](C(=O)[O-])CC1=CC(=C(C=C1)O)Cl ((S)-2-(tert-butoxycarbonylamino)-3-(3-chloro-4-hydroxyphenyl)propanoate dicyclohexylammonium salt), O[Li].O (LiOH hydrate), COS(=O)(=O)OC (Me2SO4), C(=O)OC(C)(C)C (H-Boc). Solvent: C1CCOC1 (THF). Reaction conditions: temperature 25 celsius, time 30 minute. Product: COC([C@H](CC1=CC(=C(C=C1)O)Cl)NC(=O)OC(C)(C)C)=O ((S)-2-tert-Butoxycarbonylamino-3-(3-chloro-4-hydroxy-phenyl)-propionic acid methyl ester). As a reaction SMILES: [CH:1]1([NH2+]C2CCCCC2)CCCCC1.[C:14]([O:18][C:19]([NH:21][C@@H:22]([CH2:26][C:27]1[CH:32]=[CH:31][C:30]([OH:33])=[C:29]([Cl:34])[CH:28]=1)[C:23]([O-:25])=[O:24])=[O:20])([CH3:17])([CH3:16])[CH3:15].O[Li].O.COS(OC)(=O)=O.C(C)(C)C.C(OC(C)(C)C)=O>C1COCC1>[CH3:1][O:24][C:23](=[O:25])[C@@H:22]([NH:21][C:19]([O:18][C:14]([CH3:17])([CH3:15])[CH3:16])=[O:20])[CH2:26][C:27]1[CH:32]=[CH:31][C:30]([OH:33])=[C:29]([Cl:34])[CH:28]=1 |f:0.1,2.3|. Reported procedure: In a 10 mL round-bottomed flask, (S)-2-(tert-butoxycarbonylamino)-3-(3-chloro-4-hydroxyphenyl)propanoate dicyclohexylammonium salt (300 mg, 604 μmol, Eq: 1.00) was combined with dry THF (2 mL) to give a white suspension. LiOH hydrate (38.4 mg, 905 μmol, Eq: 1.50) was added and the mixture was stirred for 30 min at 25° C. Then Me2SO4 (80.1 mg, 60.7 μL, 604 μmol, Eq: 1.00) was added. The reaction mixture was heated to 80° C. and stirred for 2 h. After that the mixture was stirred for 18 h at 50° C... The reactants are C([O-])([O-])=O.[Na+].[Na+] (sodium carbonate), epoxide, O1C2C13CC[C@H]1[C@]45[C@H](C[C@@H]([C@@]4(C)CC[C@@H]1[C@H]3CCC2=O)O)C5 (4ξ,5ξ-Epoxy-17β-hydroxy-14α,15α-methylene-estran-3-one), Cl (hydrochloric acid). Run in CC(=O)C (acetone). Yields the product ClC1=C2CC[C@H]3[C@]45[C@H](C[C@@H]([C@@]4(C)CC[C@@H]3[C@H]2CCC1=O)O)C5 (4-chloro-17β-hydroxy-14α,15α-methylenestr-4-ene-3-one). RXN SMILES: O1[C:3]23[C@H:16]([CH2:17][CH2:18][C:19](=[O:20])[CH:2]12)[C@@H:15]1[C@H:6]([C@:7]24[CH2:22][C@H:8]2[CH2:9][C@H:10]([OH:21])[C@:11]4([CH2:13][CH2:14]1)[CH3:12])[CH2:5][CH2:4]3.[ClH:23].C(=O)([O-])[O-].[Na+].[Na+]>CC(C)=O>[Cl:23][C:2]1[C:19](=[O:20])[CH2:18][CH2:17][C@H:16]2[C:3]=1[CH2:4][CH2:5][C@@H:6]1[C@@H:15]2[CH2:14][CH2:13][C@@:11]2([CH3:12])[C@@:7]31[CH2:22][C@H:8]3[CH2:9][C@@H:10]2[OH:21] |f:2.3.4|. Reported procedure: The epoxide mixture of step 1 (2 g) is dissolved in 200 ml of acetone and treated at 5° C. with 12 ml of concentrated hydrochloric acid. After 2 house, the mixture is neutralized with sodium carbonate solution and the acetone is removed. The residue is extracted with dichloromethane. The organic extracts are dried and concentrated, After crystallization from ethanol, 4-chloro-17β-hydroxy-14α,15α-methylenestr-4-ene-3-one is obtained. Starting materials: Cc1cc(C(C)(C)C(=O)O)sc1Br, C1CCNC1, CN(C)C=O, CCOC(C)=O, O=C(Cl)C(=O)Cl, ClCCl. Product: Cc1cc(C(C)(C)C(=O)N2CCCC2)sc1Br. RXN SMILES: [Br:1][c:2]1[c:3]([CH3:13])[cH:4][c:5]([C:7]([C:8](=[O:9])[OH:10])([CH3:11])[CH3:12])[s:6]1.[CH2:25]1[CH2:26][CH2:27][NH:28][CH2:29]1.[CH3:14][N:15]([CH3:16])[CH:17]=[O:18].[CH3:33][CH2:34][O:35][C:36](=[O:37])[CH3:38].[Cl:19][C:20]([C:21]([Cl:22])=[O:23])=[O:24].[Cl:30][CH2:31][Cl:32]>>[Br:1][c:2]1[c:3]([CH3:13])[cH:4][c:5]([C:7]([C:8](=[O:10])[N:28]2[CH2:27][CH2:26][CH2:25][CH2:29]2)([CH3:11])[CH3:12])[s:6]1. The reactants are CCO, Cc1nc(-c2nncn2C2CCCCO2)ccc1-c1cnc2c(n1)N(C(C)C)C(=O)CN2, Cl. Product: Cc1nc(-c2nnc[nH]2)ccc1-c1cnc2c(n1)N(C(C)C)C(=O)CN2. RXN SMILES: [CH3:34][CH2:35][OH:36].[CH:1]([CH3:2])([CH3:3])[N:4]1[C:5](=[O:32])[CH2:6][NH:7][c:8]2[c:9]1[n:10][c:11](-[c:14]1[c:15]([CH3:31])[n:16][c:17](-[c:20]3[n:21][n:22][cH:23][n:24]3[CH:25]3[CH2:26][CH2:27][CH2:28][CH2:29][O:30]3)[cH:18][cH:19]1)[cH:12][n:13]2.[ClH:33]>>[CH:1]([CH3:2])([CH3:3])[N:4]1[C:5](=[O:32])[CH2:6][NH:7][c:8]2[c:9]1[n:10][c:11](-[c:14]1[c:15]([CH3:31])[n:16][c:17](-[c:20]3[n:21][n:22][cH:23][nH:24]3)[cH:18][cH:19]1)[cH:12][n:13]2. Starting materials: resultant suspension, C(C)(=O)C1=NC(=CC=C1)C(C)=O (2,6-diacetylpyridine), O.C(C)(=O)[O-].[La+3].C(C)(=O)[O-].C(C)(=O)[O-] (lanthanum(III) acetate hydrate), triamine trihydrochloride, NC1=CC=C(C[C@H](N)C(=O)O)C=C1 (4-aminophenylalanine), [OH-].[K+] (potassium hydroxide), resultant mixture. The solvent is C(Cl)(Cl)Cl (chloroform), CO (methanol), CO (methanol). The product is C(C)(=O)[O-].[La+3].C(C)(=O)[O-].C(C)(=O)[O-] (Lanthanum(III) Acetate). Yield: 58.0%. RXN SMILES: NC1C=CC(C[C@@H:7]([C:9]([OH:11])=[O:10])N)=CC=1.[OH-].[K+].O.[C:17]([O-:20])(=[O:19])[CH3:18].[La+3:21].[C:22]([O-:25])(=[O:24])[CH3:23].C([O-])(=O)C.C(C1C=CC=C(C(=O)C)N=1)(=O)C>CO.C(Cl)(Cl)Cl>[C:9]([O-:11])(=[O:10])[CH3:7].[La+3:21].[C:17]([O-:20])(=[O:19])[CH3:18].[C:22]([O-:25])(=[O:24])[CH3:23] |f:1.2,3.4.5.6.7,11.12.13.14|. Procedure: The triamine trihydrochloride of 4-aminophenylalanine (0.188 g, 0.65 mmol) was dissolved in 15 mL of anhydrous methanol, and solid potassium hydroxide (0.89 g, 0.44 mmol), was added to the solution. The resultant suspension was stirred at room temperature for 1 hour, and thereafter refrigerated overnight. The suspension was filtered, the solid (potassium chloride) was discarded, and the clear pale yellow filtrate was added dropwise, with stirring, to a reaction vessel containing lanthanum(III) a...